From a dataset of the Open Reaction Database (ORD), a public repository of structured organic reaction records. describe an organic reaction: reactants, conditions, products, and yield Reactants: Cl (hydrochloric acid), C(C)S(=O)(=O)CCOC1=CC(=C(C(=C1)C)C1=C2CCC(C2=CC=C1)N(C1=CC(=C(C=C1)CCC(=O)O)F)S(=O)(=O)C1=C(C=CC=C1)[N+](=O)[O-])C (3-(4-{(4-{4-[2-(ethylsulfonyl)ethoxy]-2,6-dimethylphenyl}-2,3-dihydro-1H-inden-1-yl)[(2-nitrophenyl)sulfonyl]amino}-2-fluorophenyl)propanoic acid), SCC(=O)O (mercaptoacetic acid), O.[OH-].[Li+] (lithium hydroxide monohydrate). Run in CN(C=O)C (N,N-dimethylformamide), O (water). Run at time 2.5 hour. Product: Cl.C(C)S(=O)(=O)CCOC1=CC(=C(C(=C1)C)C1=C2CCC(C2=CC=C1)NC1=CC(=C(C=C1)CCC(=O)O)F)C (3-{4-[(4-{4-[2-(ethylsulfonyl)ethoxy]-2,6-dimethylphenyl}-2,3-dihydro-1H-inden-1-yl)amino]-2-fluorophenyl}propanoic acid hydrochloride). Isolated yield 26.0%. RXN SMILES: [CH2:1]([S:3]([CH2:6][CH2:7][O:8][C:9]1[CH:14]=[C:13]([CH3:15])[C:12]([C:16]2[CH:24]=[CH:23][CH:22]=[C:21]3[C:17]=2[CH2:18][CH2:19][CH:20]3[N:25](S(C2C=CC=CC=2[N+]([O-])=O)(=O)=O)[C:26]2[CH:31]=[CH:30][C:29]([CH2:32][CH2:33][C:34]([OH:36])=[O:35])=[C:28]([F:37])[CH:27]=2)=[C:11]([CH3:50])[CH:10]=1)(=[O:5])=[O:4])[CH3:2].SCC(O)=O.O.[OH-].[Li+].[ClH:59]>CN(C)C=O.O>[ClH:59].[CH2:1]([S:3]([CH2:6][CH2:7][O:8][C:9]1[CH:14]=[C:13]([CH3:15])[C:12]([C:16]2[CH:24]=[CH:23][CH:22]=[C:21]3[C:17]=2[CH2:18][CH2:19][CH:20]3[NH:25][C:26]2[CH:31]=[CH:30][C:29]([CH2:32][CH2:33][C:34]([OH:36])=[O:35])=[C:28]([F:37])[CH:27]=2)=[C:11]([CH3:50])[CH:10]=1)(=[O:4])=[O:5])[CH3:2] |f:2.3.4,8.9|. Procedure: To a solution of 3-(4-{(4-{4-[2-(ethylsulfonyl)ethoxy]-2,6-dimethylphenyl}-2,3-dihydro-1H-inden-1-yl)[(2-nitrophenyl)sulfonyl]amino}-2-fluorophenyl)propanoic acid (0.620 g, 0.856 mmol) and mercaptoacetic acid (0.181 mg, 1.97 mmol) in N,N-dimethylformamide (20 mL) was added lithium hydroxide monohydrate (0.143 g, 3.42 mmol), and the mixture was stirred at room temperature for 2.5 hr. The reaction mixture was diluted with water, neutralized with 1 N hydrochloric acid and extracted with ethyl aceta...